From a dataset of the Open Reaction Database (ORD), a public repository of structured organic reaction records. describe an organic reaction: reactants, conditions, products, and yield The reactants are NC1=C(C=C2C(=C(N(C2=C1)CC1=C(C=C(C(=O)OC)C=C1)OC)C)C)C (methyl 4-(6-amino-2,3,5-trimethylindol-1-ylmethyl)-3-methoxybenzoate), ClC(=O)OCCCC (butyl chloroformate). The product is C(CCC)OC(=O)NC1=C(C=C2C(=C(N(C2=C1)CC1=C(C=C(C(=O)OC)C=C1)OC)C)C)C (methyl 4-[6-(butoxycarbonyl)amino-2,3,5-trimethylindol-1-ylmethyl]-3-methoxybenzoate). The yield is 99.0%. Reaction SMILES: [NH2:1][C:2]1[CH:10]=[C:9]2[C:5]([C:6]([CH3:25])=[C:7]([CH3:24])[N:8]2[CH2:11][C:12]2[CH:21]=[CH:20][C:15]([C:16]([O:18][CH3:19])=[O:17])=[CH:14][C:13]=2[O:22][CH3:23])=[CH:4][C:3]=1[CH3:26].Cl[C:28]([O:30][CH2:31][CH2:32][CH2:33][CH3:34])=[O:29]>>[CH2:31]([O:30][C:28]([NH:1][C:2]1[CH:10]=[C:9]2[C:5]([C:6]([CH3:25])=[C:7]([CH3:24])[N:8]2[CH2:11][C:12]2[CH:21]=[CH:20][C:15]([C:16]([O:18][CH3:19])=[O:17])=[CH:14][C:13]=2[O:22][CH3:23])=[CH:4][C:3]=1[CH3:26])=[O:29])[CH2:32][CH2:33][CH3:34]. Procedure details: Similarly, starting from methyl 4-(6-amino-2,3,5-trimethylindol-1-ylmethyl)-3-methoxybenzoate and butyl chloroformate, methyl 4-[6-(butoxycarbonyl)amino-2,3,5-trimethylindol-1-ylmethyl]-3-methoxybenzoate (Example 39) was obtained in 99% yield as a white solid; partial NMR: 0.9 (t, 3H, CH2CH3), 1.3 (m,2H,CH2CH3), 1.5 (m,2H, CH2OCH2 0), 4.1 (t,2H,CH2O), 4.1 (t,2H,CH2O).